From a dataset of the Open Reaction Database (ORD), a public repository of structured organic reaction records. describe an organic reaction: reactants, conditions, products, and yield Reactants: CC(C)(C)OC(=O)N1CCC(c2ccc(N)c(C3=CCCCC3)c2)CC1, N#Cc1c[nH]c(C(=O)O)c1, CC#N, CC(C)=C(Cl)N(C)C. The product is CC(C)(C)OC(=O)N1CCC(c2ccc(NC(=O)c3cc(C#N)c[nH]3)c(C3=CCCCC3)c2)CC1. Reaction SMILES: [C:19]([CH3:20])([CH3:21])([CH3:22])[O:23][C:24](=[O:25])[N:26]1[CH2:27][CH2:28][CH:29]([c:32]2[cH:33][c:34]([C:39]3=[CH:40][CH2:41][CH2:42][CH2:43][CH2:44]3)[c:35]([NH2:38])[cH:36][cH:37]2)[CH2:30][CH2:31]1.[C:1](#[N:2])[c:3]1[cH:4][c:5]([C:8](=[O:9])[OH:10])[nH:6][cH:7]1.[CH3:45][C:46]#[N:47].[Cl:11][C:12]([N:13]([CH3:14])[CH3:15])=[C:16]([CH3:17])[CH3:18]>>[C:1](#[N:2])[c:3]1[cH:4][c:5]([C:8](=[O:10])[NH:38][c:35]2[c:34]([C:39]3=[CH:40][CH2:41][CH2:42][CH2:43][CH2:44]3)[cH:33][c:32]([CH:29]3[CH2:28][CH2:27][N:26]([C:24]([O:23][C:19]([CH3:20])([CH3:21])[CH3:22])=[O:25])[CH2:31][CH2:30]3)[cH:37][cH:36]2)[nH:6][cH:7]1. The reactants are COC=C(C(=O)OC)C(=O)OC, CN(C)C=O, CC(C)C(=O)Nc1ccc2ncnc(N)c2c1, O. Product: COC(=O)C(=CNc1ncnc2ccc(NC(=O)C(C)C)cc12)C(=O)OC. Reaction SMILES: [CH3:18][O:19][CH:20]=[C:21]([C:22](=[O:23])[O:24][CH3:25])[C:26](=[O:27])[O:28][CH3:29].[CH3:31][N:32]([CH3:33])[CH:34]=[O:35].[NH2:1][c:2]1[n:3][cH:4][n:5][c:6]2[cH:7][cH:8][c:9]([NH:12][C:13]([CH:14]([CH3:15])[CH3:16])=[O:17])[cH:10][c:11]12.[OH2:30]>>[NH:1]([c:2]1[n:3][cH:4][n:5][c:6]2[cH:7][cH:8][c:9]([NH:12][C:13]([CH:14]([CH3:15])[CH3:16])=[O:17])[cH:10][c:11]12)[CH:20]=[C:21]([C:22](=[O:23])[O:24][CH3:25])[C:26](=[O:27])[O:28][CH3:29]. Starting materials: C(CCCCCCC)OC1=CC=C(C=C1)C1=CC=C(C=C1)C(C)OC(CCC)=O ((+)-4-octyloxy-4'-(1-butanoyloxyethyl)biphenyl), C1(CCCCC1)N=C=NC1CCCCC1 (N,N'-dicyclohexylcarbodiimide), C(CCCCC)(=O)O (caproic acid). Reagents/catalysts: CN(C1=CC=NC=C1)C (4-dimethylaminopyridine). Solvent: ClCCl (dichloromethane). Reaction conditions: time 6 hour. The product is C(CCCCCCC)OC1=CC=C(C=C1)C1=CC=C(C=C1)C(C)OC(CCCCC)=O ((-)-4-octyloxy-4'-(1-hexanoyloxyethyl)biphenyl). The yield is 76.3%. Reaction SMILES: [CH2:1]([O:9][C:10]1[CH:15]=[CH:14][C:13]([C:16]2[CH:21]=[CH:20][C:19]([CH:22]([O:24][C:25](=[O:29])[CH2:26][CH2:27][CH3:28])[CH3:23])=[CH:18][CH:17]=2)=[CH:12][CH:11]=1)[CH2:2][CH2:3][CH2:4][CH2:5][CH2:6][CH2:7][CH3:8].[CH:30]1(N=C=NC2CCCCC2)CCCC[CH2:31]1.C(O)(=O)CCCCC>CN(C)C1C=CN=CC=1.ClCCl>[CH2:1]([O:9][C:10]1[CH:15]=[CH:14][C:13]([C:16]2[CH:17]=[CH:18][C:19]([CH:22]([O:24][C:25](=[O:29])[CH2:26][CH2:27][CH2:28][CH2:30][CH3:31])[CH3:23])=[CH:20][CH:21]=2)=[CH:12][CH:11]=1)[CH2:2][CH2:3][CH2:4][CH2:5][CH2:6][CH2:7][CH3:8]. Procedure details: Seven grammes (21 mmol) of (-)-1-(4-octyloxybiphenyl-4'-yl)ethanol prepared in Example 2, 7.5 g (36 mmol) of N,N'-dicyclohexylcarbodiimide and 1.0 g of 4-dimethylaminopyridine were dissolved in 200 ml of dichloromethane. To the solution, 3.4 g (29 mmol) of caproic acid was added and the mixture was stirred for six hours at room temperatre. The deposit crystals were filtered, 200 ml of water was added to the filtrate, and the organic layer was separated. 6N hydrochloric acid was added to the orga... The reactants are CN1N=CC2=C1N=C1N(C2=O)CCS1 (6,7-Dihydro-1-methylpyrazolo[3,4-d]thiazolo[3,2-a]pyrimidin-4(1H)-one), COC=1C=CC(=CC1)P2(=S)SP(=S)(S2)C=3C=CC(=CC3)OC (Lawesson's reagent). The solvent is C1(=CC=CC=C1)C (toluene). The product is CN1N=CC2=C1N=C1N(C2=S)CCS1 (6,7-Dihydro-1-methylpyrazolo[3,4-d]thiazolo[3,2-a]pyrimidin-4(1H)-thione). Yield: 84.7%. RXN SMILES: [CH3:1][N:2]1[C:6]2[N:7]=[C:8]3[S:14][CH2:13][CH2:12][N:9]3[C:10](=O)[C:5]=2[CH:4]=[N:3]1.COC1C=CC(P2(SP(C3C=CC(OC)=CC=3)(=S)S2)=[S:24])=CC=1>C1(C)C=CC=CC=1>[CH3:1][N:2]1[C:6]2[N:7]=[C:8]3[S:14][CH2:13][CH2:12][N:9]3[C:10](=[S:24])[C:5]=2[CH:4]=[N:3]1. Procedure: In 50 ml of toluene was dissolved 2.08 g (10.0 mmol) of Compound 2 prepared in Example 2, and 4.45 g (11.0 mmol) of Lawesson's reagent was added to the solution, followed by heating under reflux for 30 minutes. After cooling, the precipitated crystals were collected by filtration, and then washed with toluene. The crystals were subjected to silica gel column chromatography and eluted with chloroform to give 1.90 g (85%) of Compound 39. The compound was recrystallized from chloroform/ethanol for ... Solvent: CN(C)C=O (DMF), CN(C)C=O (DMF). Procedure details: To a solution of 2-nitroxyethylamine hydrochloride (95 mg, 0.67 mmol) in DMF (1 ml) was added sodium methoxide (25 mg, 0.46 mmol) followed by a solution of propyl N-cyano-5-isopropylamino-3-pyridinecarboximidate (80 mg, 0.33 mmol) described in Example 11 of Experimental Example 1 in DMF (1 ml), and the mixture was stirred at room temperature for 3 hours. After the reaction was completed, the reaction mixture was concentrated to dryness under reduced pressure. The residue was suspended in water a... Isolated yield 27.0%. Conditions: time 3 hour. The product is C(#N)NC(=NCCO[N+](=O)[O-])C=1C=NC=C(C1)NC(C)C (N-Cyano-N'-(2-nitroxyethyl)-5-isopropylamino-3-pyridinecarboximidamide). Starting materials: Cl.O([N+](=O)[O-])CCN (2-nitroxyethylamine hydrochloride), C[O-].[Na+] (sodium methoxide), C(#N)N=C(OCCC)C=1C=NC=C(C1)NC(C)C (propyl N-cyano-5-isopropylamino-3-pyridinecarboximidate). As a reaction SMILES: Cl.[O:2]([CH2:6][CH2:7][NH2:8])[N+:3]([O-:5])=[O:4].C[O-].[Na+].[C:12]([N:14]=[C:15]([C:20]1[CH:21]=[N:22][CH:23]=[C:24]([NH:26][CH:27]([CH3:29])[CH3:28])[CH:25]=1)OCCC)#[N:13]>CN(C=O)C>[C:12]([NH:14][C:15]([C:20]1[CH:21]=[N:22][CH:23]=[C:24]([NH:26][CH:27]([CH3:29])[CH3:28])[CH:25]=1)=[N:8][CH2:7][CH2:6][O:2][N+:3]([O-:5])=[O:4])#[N:13] |f:0.1,2.3|. Starting materials: [I-].[Na+] (Sodium iodide), C[Si](C)(C)Cl (trimethylsilyl chloride), [OH-].[Na+] (sodium hydroxide), O.O.O.O.O.S(=S)(=O)([O-])[O-].[Na+].[Na+] (sodium thiosulfate pentahydrate), Example 65, O1C(OCC1)C1=CC=C(S1)C(O)C=1SC(=CC1)C ((5-[1,3]dioxolane-2-ylthiophen-2-yl)-(5-methyl-thiophen-2-yl)-methanol). Solvent: C(C)#N (acetonitrile), O (water), O (Water), C(C)(=O)OCC (ethyl acetate). Product: CC1=CC=C(S1)CC1=CC=C(S1)C=O (5-(5-Methyl-thiophen-2-ylmethyl)-thiophene-2-carbaldehyde). Isolated yield 50.2%. As a reaction SMILES: [I-].[Na+].C[Si](Cl)(C)C.[O:8]1CCO[CH:9]1[C:13]1[S:17][C:16]([CH:18]([C:20]2[S:21][C:22]([CH3:25])=[CH:23][CH:24]=2)O)=[CH:15][CH:14]=1.[OH-].[Na+].O.O.O.O.O.S([O-])([O-])(=O)=S.[Na+].[Na+]>C(#N)C.O.C(OCC)(=O)C>[CH3:25][C:22]1[S:21][C:20]([CH2:18][C:16]2[S:17][C:13]([CH:9]=[O:8])=[CH:14][CH:15]=2)=[CH:24][CH:23]=1 |f:0.1,4.5,6.7.8.9.10.11.12.13|. Reported procedure: Sodium iodide (6.4 g, 42.6 mmol) and trimethylsilyl chloride (4.6 g, 42.6 mmol) were suspended in acetonitrile (100 mL) on an ice bath, and (5-[1,3]dioxolane-2-ylthiophen-2-yl)-(5-methyl-thiophen-2-yl)-methanol described in Preparation Example 65 (2.0 g, 7.09 mmol) was added dropwise. After dropwise addition was completed, the reaction solution was gradually allowed to room temperature. A solution obtained by dissolving an aqueous solution of 2N sodium hydroxide (10.6 mL) and sodium thiosulfate ... Reactants: C(NN)(=O)OC(C)(C)C (tert-butyl carbazate), N1=CC=CC=C1 (pyridine), C(C)(=O)OC(C)=O (acetic acid anhydride). Run in C(Cl)Cl (methylene chloride), C(Cl)Cl (methylene chloride). Conditions: time 8 hour. Yields the product C(C)(C)(C)OC(=O)NNC(C)=O (N'-acetylhydrazinecarboxylic acid tert-butyl ester). As a reaction SMILES: [C:1]([O:5][C:6]([CH3:9])([CH3:8])[CH3:7])(=[O:4])[NH:2][NH2:3].N1C=CC=CC=1.[C:16](OC(=O)C)(=[O:18])[CH3:17]>C(Cl)Cl>[C:6]([O:5][C:1]([NH:2][NH:3][C:16](=[O:18])[CH3:17])=[O:4])([CH3:9])([CH3:8])[CH3:7]. Reported procedure: To a solution of tert-butyl carbazate (1.0 g, 7.6 mmol) and pyridine (3.1 ml) in methylene chloride (5 ml) was slowly added acetic acid anhydride (1.5 ml) and the mixture was stirred overnight. The mixture was added to methylene chloride (50 ml) and washed with water (2×10 ml) and brine (10 ml) and dried (MgSO4), filtered and concentrated in vacuo to give 0.95 g of N'-acetylhydrazinecarboxylic acid tert-butyl ester as a yellow oil.